Dataset: the Open Reaction Database (ORD), a public repository of structured organic reaction records. Task: describe an organic reaction: reactants, conditions, products, and yield The reactants are CCCCCC[Mg+], CN1CCCC1=O, [Cl-], COc1cc(Cl)ccc1Oc1ccccc1, Cl. Product: CCCCCCc1ccc(Oc2ccccc2)c(OC)c1. Reaction SMILES: [CH2:2]([CH2:3][CH2:4][CH2:5][CH2:6][CH3:7])[Mg+:8].[CH3:26][N:27]1[CH2:28][CH2:29][CH2:30][C:31]1=[O:32].[Cl-:1].[Cl:9][c:10]1[cH:11][c:12]([O:23][CH3:24])[c:13]([O:16][c:17]2[cH:18][cH:19][cH:20][cH:21][cH:22]2)[cH:14][cH:15]1.[ClH:25]>>[CH2:2]([CH2:3][CH2:4][CH2:5][CH2:6][CH3:7])[c:10]1[cH:11][c:12]([O:23][CH3:24])[c:13]([O:16][c:17]2[cH:18][cH:19][cH:20][cH:21][cH:22]2)[cH:14][cH:15]1. Reactants: S1C=NC2=C1C=C(C=C2)N (Benzothiazol-6-ylamine), ClCC(C)(C)N=C=O (1-chloro-2-isocyanato-2-methyl-propane), CO (MeOH). Solvent: C(Cl)(Cl)Cl (CHCl3), C1(=CC=CC=C1)C (toluene). Product: S1C=NC2=C1C=C(C=C2)NC(=O)NC(CCl)(C)C (1-Benzothiazol-6-yl-3-(2-chloro-1,1-dimethyl-ethyl)-urea). Yield: 18.5%. RXN SMILES: [S:1]1[C:5]2[CH:6]=[C:7]([NH2:10])[CH:8]=[CH:9][C:4]=2[N:3]=[CH:2]1.[Cl:11][CH2:12][C:13]([N:16]=[C:17]=[O:18])([CH3:15])[CH3:14].CO>C1(C)C=CC=CC=1.C(Cl)(Cl)Cl>[S:1]1[C:5]2[CH:6]=[C:7]([NH:10][C:17]([NH:16][C:13]([CH3:15])([CH3:14])[CH2:12][Cl:11])=[O:18])[CH:8]=[CH:9][C:4]=2[N:3]=[CH:2]1. Reported procedure: Benzothiazol-6-ylamine (1.8 g, 12.00 mmol) was added portion wise to solution of 1-chloro-2-isocyanato-2-methyl-propane (2 g, 13.60 mmol) in toluene (20 mL) over a period of 5 minutes. The resulting mixture was stirred at room temperature for 2½ days. The reaction was monitored by TLC (5% MeOH in CHCl3). The reaction mixture was concentrated and extracted with ethylacetate. The organic layer was dried over Na2SO4 and concentrated. Purification by column chromatography on silica gel (1% MeOH in C... Reactants: NC1=C(C(=O)OC)C=C(C(=C1)[N+](=O)[O-])Br (methyl 2-amino-5-bromo-4-nitro-benzoate), N (ammonia). Run in CO (methanol). Run at time 8 hour. Yields the product NC1=C(C(=O)N)C=C(C(=C1)[N+](=O)[O-])Br (2-amino-5-bromo-4-nitro-benzamide). Isolated yield 75.0%. As a reaction SMILES: [NH2:1][C:2]1[CH:11]=[C:10]([N+:12]([O-:14])=[O:13])[C:9]([Br:15])=[CH:8][C:3]=1[C:4](OC)=[O:5].[NH3:16]>CO>[NH2:1][C:2]1[CH:11]=[C:10]([N+:12]([O-:14])=[O:13])[C:9]([Br:15])=[CH:8][C:3]=1[C:4]([NH2:16])=[O:5]. Reported procedure: 25.8 g (93.8 mmol) of methyl 2-amino-5-bromo-4-nitro-benzoate were dissolved in 800 ml of methanol and saturated with ammonia at -40° C. Subsequently, the mixture was stirred at room temperature overnight. The solution was concentrated and the residue was triturated with methylene chloride. The precipitate was filtered off under suction and dried. 18.3 g (75%) of 2-amino-5-bromo-4-nitro-benzamide were obtained as orange coloured crystals; Reactants: C(=O)OO (performic acid), CN1N=NN=C1SCCCSC1=NC=CC=C1 (1-Methyl-5-[3-(2-pyridyl)thiopropyl]thio-1,2,3,4-tetrazole), OO (hydrogen peroxide), S(=O)(O)[O-].[Na+] (sodium hydrogensulfite), O (Water). Run in C(=O)O (formic acid). Run at time 5 hour. Yields the product N1=C(C=CC=C1)S(=O)CCCS(=O)C1=NN=NN1C (3-(1-methyl-1,2,3,4-tetrazol-5-yl)sulfinylpropyl 2-pyridyl sulfoxide). RXN SMILES: [CH3:1][N:2]1[C:6]([S:7][CH2:8][CH2:9][CH2:10][S:11][C:12]2[CH:17]=[CH:16][CH:15]=[CH:14][N:13]=2)=[N:5][N:4]=[N:3]1.OO.S([O-])(O)=[O:21].[Na+].C(OO)=O.[OH2:29]>C(O)=O>[N:13]1[CH:14]=[CH:15][CH:16]=[CH:17][C:12]=1[S:11]([CH2:10][CH2:9][CH2:8][S:7]([C:6]1[N:2]([CH3:1])[N:3]=[N:4][N:5]=1)=[O:21])=[O:29] |f:2.3|. Procedure: 1-Methyl-5-[3-(2-pyridyl)thiopropyl]thio-1,2,3,4-tetrazole (2.2 g) is dissolved in formic acid (20 ml), and thereto is added with stirring 30% hydrogen peroxide (2.2 g) at room temperature. The mixture is stirred at room temperature for 5 hours, and thereto is added sodium hydrogensulfite under ice-cooling in order to decompose excess amount of performic acid. Water is added to the mixture and the mixture is extracted with chloroform. The chloroform solution is washed with water and saturated aq... Starting materials: ClC=1C=NC(=NC1)S(=O)(=O)C (5-chloro-2-methylsulfonylpyrimidine), C1=CC(=CC=C1N)O (p-aminophenol), C([O-])([O-])=O.[K+].[K+] (potassium carbonate). The solvent is C(C)C(=O)C (methyl ethyl ketone). Yields the product NC1=CC=C(OC2=NC=C(C=N2)Cl)C=C1 (2-(4-Aminophenoxy)-5-chloropyrimidine). Reaction SMILES: [Cl:1][C:2]1[CH:3]=[N:4][C:5](S(C)(=O)=O)=[N:6][CH:7]=1.[CH:12]1[C:17]([NH2:18])=[CH:16][CH:15]=[C:14]([OH:19])[CH:13]=1.C(=O)([O-])[O-].[K+].[K+]>C(C(C)=O)C>[NH2:18][C:17]1[CH:12]=[CH:13][C:14]([O:19][C:5]2[N:4]=[CH:3][C:2]([Cl:1])=[CH:7][N:6]=2)=[CH:15][CH:16]=1 |f:2.3.4|. Procedure details: A mixture of 5-chloro-2-methylsulfonylpyrimidine* (94 g), p-aminophenol (53 g), potassium carbonate (50 g) and methyl ethyl ketone (350 ml) was heated under reflux for a period of 3 hours. The mixture was filtered and the residue was washed with 2×200 ml of boiling acetone. Evaporation of the combined organic liquors left an orange oil. This readily dissolved in benzene and on standing the product crystallised and was collected by filtration and dried. Yield 80 g (74%), m.p. 125° C. Reactants: C(C)(C)(C)OC(C[N+]#[C-])=O (isocyanoacetic acid tert.-butyl ester), P(OCC)(OCC)(=O)Cl (diethyl phosphorochloridate), C1=CC=CC=C1 (benzene), solution, C(CCC)[Li] (butyllithium). Run in CCCCCC (hexane), CCCCCC (hexane), O (water), CCCCCC (hexane). The product is C(C)(C)(C)OC(C([N+]#[C-])P(=O)(OCC)OCC)=O (Diethylphosphono-isocyanoacetic acid tert.-butyl ester). As a reaction SMILES: C([Li])CCC.[C:6]([O:10][C:11](=[O:15])[CH2:12][N+:13]#[C-:14])([CH3:9])([CH3:8])[CH3:7].[P:16](Cl)(=[O:23])([O:20][CH2:21][CH3:22])[O:17][CH2:18][CH3:19].C1C=CC=CC=1>CCCCCC.O>[C:6]([O:10][C:11](=[O:15])[CH:12]([P:16]([O:20][CH2:21][CH3:22])([O:17][CH2:18][CH3:19])=[O:23])[N+:13]#[C-:14])([CH3:9])([CH3:8])[CH3:7]. Procedure details: 1 ml of an approximately 2 molar solution of butyllithium in hexane is added over a period of 15 minutes to a solution, cooled to -10° C., of 282 mg (2 mmols) of isocyanoacetic acid tert.-butyl ester in 3 ml of dry hexane (distilled over sodium), whilst stirring vigorously and in a nitrogen atmosphere. The suspension which forms is stirred for a further 10 minutes and a solution of 413 μl (2 mmols) of diethyl phosphorochloridate in 5 ml of dry hexane is then added over a period of 15 minutes. Th... Starting materials: [BH4-], CC(C)(C)OC(=O)COc1cccc(CC#N)c1, C1CCOC1, CO, Cl[Co]Cl, [Na+], O. Yields the product CC(C)(C)OC(=O)COc1cccc(CCN)c1. RXN SMILES: [BH4-:20].[C:1](#[N:2])[CH2:3][c:4]1[cH:5][c:6]([O:7][CH2:8][C:9](=[O:10])[O:11][C:12]([CH3:13])([CH3:14])[CH3:15])[cH:16][cH:17][cH:18]1.[CH2:22]1[O:23][CH2:24][CH2:25][CH2:26]1.[CH3:27][OH:28].[Co:29]([Cl:30])[Cl:31].[Na+:21].[OH2:19]>>[CH2:1]([NH2:2])[CH2:3][c:4]1[cH:5][c:6]([O:7][CH2:8][C:9](=[O:10])[O:11][C:12]([CH3:13])([CH3:14])[CH3:15])[cH:16][cH:17][cH:18]1. The reactants are N(C(=O)C)C1=CC=C2C(=NN=C(C2=C1)Cl)CC1=CC=NC=C1 (7-acetamino-1-chloro-4-(4-pyridylmethyl)phthalazine), ClC=1C=C(N)C=CC1Cl (3,4-dichloroaniline). Yields the product Cl.N(C(=O)C)C1=CC=C2C(=NN=C(C2=C1)NC1=CC(=C(C=C1)Cl)Cl)CC1=CC=NC=C1 (7-Acetamino-1-(3,4-dichloroanilino)-4-(4-pyridylmethyl)phthalazine hydrochloride). RXN SMILES: [NH:1]([C:5]1[CH:14]=[C:13]2[C:8]([C:9]([CH2:16][C:17]3[CH:22]=[CH:21][N:20]=[CH:19][CH:18]=3)=[N:10][N:11]=[C:12]2[Cl:15])=[CH:7][CH:6]=1)[C:2]([CH3:4])=[O:3].[Cl:23][C:24]1[CH:25]=[C:26]([CH:28]=[CH:29][C:30]=1[Cl:31])[NH2:27]>>[ClH:15].[NH:1]([C:5]1[CH:14]=[C:13]2[C:8]([C:9]([CH2:16][C:17]3[CH:22]=[CH:21][N:20]=[CH:19][CH:18]=3)=[N:10][N:11]=[C:12]2[NH:27][C:26]2[CH:28]=[CH:29][C:30]([Cl:31])=[C:24]([Cl:23])[CH:25]=2)=[CH:7][CH:6]=1)[C:2]([CH3:4])=[O:3] |f:2.3|. Procedure: The preparation is carried out in the manner described under Example 25, starting from 7-acetamino-1-chloro-4-(4-pyridylmethyl)phthalazine and 3,4-dichloroaniline. The reactants are CC(C)CC(=O)C (MIBK), O (water), CC(C)C1=C(C(=C(N1CC[C@H](C[C@H](CC(=O)[O-])O)O)C=2C=CC(=CC2)F)C=3C=CC=CC3)C(=O)NC=4C=CC=CC4.CC(C)C1=C(C(=C(N1CC[C@H](C[C@H](CC(=O)[O-])O)O)C=2C=CC(=CC2)F)C=3C=CC=CC3)C(=O)NC=4C=CC=CC4.[Ca+2] (Atorvastatin calcium). Solvent: C(C(C)O)O (racemic propylene glycol). Run at temperature 57.5 celsius, time 9 hour. The product is CC(C)C1=C(C(=C(N1CC[C@H](C[C@H](CC(=O)[O-])O)O)C2=CC=C(C=C2)F)C3=CC=CC=C3)C(=O)NC4=CC=CC=C4.CC(C)C1=C(C(=C(N1CC[C@H](C[C@H](CC(=O)[O-])O)O)C2=CC=C(C=C2)F)C3=CC=CC=C3)C(=O)NC4=CC=CC=C4.CC(CO)O.[Ca+2] (atorvastatin calcium propylene glycol solvate). Reaction SMILES: [CH3:1][CH:2]([C:4]1[N:8]([CH2:9][CH2:10][C@@H:11]([OH:19])[CH2:12][C@@H:13]([OH:18])[CH2:14][C:15]([O-:17])=[O:16])[C:7]([C:20]2[CH:21]=[CH:22][C:23]([F:26])=[CH:24][CH:25]=2)=[C:6]([C:27]2[CH:28]=[CH:29][CH:30]=[CH:31][CH:32]=2)[C:5]=1[C:33]([NH:35][C:36]1[CH:37]=[CH:38][CH:39]=[CH:40][CH:41]=1)=[O:34])[CH3:3].[CH3:42][CH:43]([C:45]1[N:49]([CH2:50][CH2:51][C@@H:52]([OH:60])[CH2:53][C@@H:54]([OH:59])[CH2:55][C:56]([O-:58])=[O:57])[C:48]([C:61]2[CH:62]=[CH:63][C:64]([F:67])=[CH:65][CH:66]=2)=[C:47]([C:68]2[CH:69]=[CH:70][CH:71]=[CH:72][CH:73]=2)[C:46]=1[C:74]([NH:76][C:77]1[CH:78]=[CH:79][CH:80]=[CH:81][CH:82]=1)=[O:75])[CH3:44].[Ca+2:83].CC([CH2:87][C:88]([CH3:90])=[O:89])C.[OH2:91]>C(O)C(O)C>[CH3:3][CH:2]([C:4]1[N:8]([CH2:9][CH2:10][C@@H:11]([OH:19])[CH2:12][C@@H:13]([OH:18])[CH2:14][C:15]([O-:17])=[O:16])[C:7]([C:20]2[CH:21]=[CH:22][C:23]([F:26])=[CH:24][CH:25]=2)=[C:6]([C:27]2[CH:28]=[CH:29][CH:30]=[CH:31][CH:32]=2)[C:5]=1[C:33]([NH:35][C:36]1[CH:37]=[CH:38][CH:39]=[CH:40][CH:41]=1)=[O:34])[CH3:1].[CH3:44][CH:43]([C:45]1[N:49]([CH2:50][CH2:51][C@@H:52]([OH:60])[CH2:53][C@@H:54]([OH:59])[CH2:55][C:56]([O-:58])=[O:57])[C:48]([C:61]2[CH:62]=[CH:63][C:64]([F:67])=[CH:65][CH:66]=2)=[C:47]([C:68]2[CH:69]=[CH:70][CH:71]=[CH:72][CH:73]=2)[C:46]=1[C:74]([NH:76][C:77]1[CH:78]=[CH:79][CH:80]=[CH:81][CH:82]=1)=[O:75])[CH3:42].[CH3:87][CH:88]([OH:89])[CH2:90][OH:91].[Ca+2:83] |f:0.1.2,6.7.8.9|. Reported procedure: Atorvastatin calcium (5 g) was dissolved in racemic propylene glycol followed by the addition of 7 parts of MIBK and 0.6 parts of water. The resulting mixture was warmed to 55-60° C. and stirred for 8-10 hours to afford a white suspension. The suspension was cooled to 20-25° C. and filtered to give 3.8 g of atorvastatin calcium propylene glycol solvate after drying under vacuum at 50-60° C. Propylene glycol content: 6% by NMR, KF=0.2%. The DSC and IR of this material are shown as FIGS. 5 and 6 r...